This data is from the Open Reaction Database (ORD), a public repository of structured organic reaction records. The task is: describe an organic reaction: reactants, conditions, products, and yield Reactants: C(C)OC(=O)C=1C=NC=2N(C1O)C(=C(N2)C2=CC=CC=C2)C (5-hydroxy-3-methyl-2-phenylimidazo[1,2-a]pyrimidine-6-carboxylic acid ethyl ester), C([O-])([O-])=O.[K+].[K+] (potassium carbonate), FC1=C(CCl)C(=CC=C1)F (2,6-difluorobenzyl chloride), [I-].[K+] (potassium iodide). Run in O (water), C(C)(=O)OCC (ethyl acetate), CN(C)C=O (DMF). Conditions: temperature 20 celsius, time 1 hour. Product: C(C)OC(=O)C1=CN(C=2N(C1=O)C(=C(N2)C2=CC=CC=C2)C)CC2=C(C=CC=C2F)F (8-(2,6-difluorobenzyl)-5,8-dihydro-3-methyl-5-oxo-2-phenylimidazo[1,2-a]pyrimidine-6-carboxylic acid ethyl ester). The yield is 90.9%. As a reaction SMILES: [CH2:1]([O:3][C:4]([C:6]1[CH:7]=[N:8][C:9]2[N:10]([C:13]([CH3:22])=[C:14]([C:16]3[CH:21]=[CH:20][CH:19]=[CH:18][CH:17]=3)[N:15]=2)[C:11]=1[OH:12])=[O:5])[CH3:2].C(=O)([O-])[O-].[K+].[K+].[F:29][C:30]1[CH:37]=[CH:36][CH:35]=[C:34]([F:38])[C:31]=1[CH2:32]Cl.[I-].[K+]>CN(C=O)C.O.C(OCC)(=O)C>[CH2:1]([O:3][C:4]([C:6]1[C:11](=[O:12])[N:10]2[C:13]([CH3:22])=[C:14]([C:16]3[CH:21]=[CH:20][CH:19]=[CH:18][CH:17]=3)[N:15]=[C:9]2[N:8]([CH2:32][C:31]2[C:30]([F:29])=[CH:37][CH:36]=[CH:35][C:34]=2[F:38])[CH:7]=1)=[O:5])[CH3:2] |f:1.2.3,5.6|. Procedure details: To a solution of the compound obtained in Example 1 (157 mg, 0.53 mmol) in DMF (15 ml), potassium carbonate (80 mg, 0.58 mmol), 2,6-difluorobenzyl chloride (103 mg, 0.64 mmol) and potassium iodide (44 mg, 0.26 mmol) are added, followed by stirring at about 15 to 25° C. for 1 hour and stirring under heating at 80° C. for 1 hour. The brownish white crystalline substance obtained by concentration under reduced pressure of the reaction mixture is dispensed to ethyl acetate (30 ml) and water (30 ml).... Starting materials: [H-].[Na+] (sodium hydride), COC=1C=CC2=C(C(CO2)(C)C)C1 (2,3-dihydro-5-methoxy-3,3-dimethylbenzofuran), O (water), C(C)S (ethanethiol). Run in CN(C=O)C (dimethyl formamide), CN(C=O)C (dimethyl formamide), CN(C=O)C (dimethyl formamide). Run at temperature 0 celsius, time 10 minute. Yields the product CC1(COC2=C1C=C(C=C2)O)C (2,3-dihydro-3,3-dimethyl-benzofuran-5-ol). Reaction SMILES: C(S)C.[H-].[Na+].C[O:7][C:8]1[CH:9]=[CH:10][C:11]2[O:15][CH2:14][C:13]([CH3:17])([CH3:16])[C:12]=2[CH:18]=1.O>CN(C)C=O>[CH3:16][C:13]1([CH3:17])[C:12]2[CH:18]=[C:8]([OH:7])[CH:9]=[CH:10][C:11]=2[O:15][CH2:14]1 |f:1.2|. Procedure: A solution of ethanethiol (12.6 parts) in dimethyl formamide (60 parts) was added with stirring under nitrogen over a period of 20 minutes to a mixture of sodium hydride (6.6 parts of 80% dispersion in oil) and dry dimethyl formamide (60 parts) cooled to 0° C. After 10 minutes, a solution of 2,3-dihydro-5-methoxy-3,3-dimethylbenzofuran (18 parts) in dimethyl formamide (40 parts) was added and the mixture boiled under reflux in a nitrogen atmosphere for 3 hours. The mixture was then added to wate...